Dataset: the Open Reaction Database (ORD), a public repository of structured organic reaction records. Task: describe an organic reaction: reactants, conditions, products, and yield Starting materials: Cl (HCl), [OH-].[Li+] (lithium hydroxide), C12(CC3CC(CC(C1)C3)C2)NC(=O)C=2C=CC(=NC2SCCC)N2C[C@@H](CCC2)CC(=O)OC (methyl {(3S)-1-[5-(adamantan-1-ylcarbamoyl)-6-(propylthio)pyridin-2-yl]piperidin-3-yl}acetate), C12(CC3CC(CC(C1)C3)C2)NC(=O)C=2C=CC(=NC2SCCC)N2C[C@@H](CCC2)CC(=O)OC (methyl {(3S)-1-[5-(adamantan-1-ylcarbamoyl)-6-(propylthio)pyridin-2-yl]piperidin-3-yl}acetate). Run in CCOC(=O)C (EtOAc), O (water), CO (MeOH), C1CCOC1 (THF). Run at temperature 18 celsius, time 20 hour. Yields the product C12(CC3CC(CC(C1)C3)C2)NC(=O)C=2C=CC(=NC2SCCC)N2C[C@@H](CCC2)CC(=O)O ({(3S)-1-[5-(adamantan-1-ylcarbamoyl)-6-(propylthio)pyridin-2-yl]piperidin-3-yl}acetic acid). Isolated yield 90.9%. As a reaction SMILES: [OH-].[Li+].[C:3]12([NH:13][C:14]([C:16]3[CH:17]=[CH:18][C:19]([N:26]4[CH2:31][CH2:30][CH2:29][C@@H:28]([CH2:32][C:33]([O:35]C)=[O:34])[CH2:27]4)=[N:20][C:21]=3[S:22][CH2:23][CH2:24][CH3:25])=[O:15])[CH2:12][CH:7]3[CH2:8][CH:9]([CH2:11][CH:5]([CH2:6]3)[CH2:4]1)[CH2:10]2.Cl>O.CO.C1COCC1.CCOC(C)=O>[C:3]12([NH:13][C:14]([C:16]3[CH:17]=[CH:18][C:19]([N:26]4[CH2:31][CH2:30][CH2:29][C@@H:28]([CH2:32][C:33]([OH:35])=[O:34])[CH2:27]4)=[N:20][C:21]=3[S:22][CH2:23][CH2:24][CH3:25])=[O:15])[CH2:12][CH:7]3[CH2:6][CH:5]([CH2:11][CH:9]([CH2:8]3)[CH2:10]1)[CH2:4]2 |f:0.1|. Reported procedure: A solution of lithium hydroxide (0.053 g, 1.26 mmol) in water (1 mL) was added dropwise to a stirred solution of methyl {(3S)-1-[5-(adamantan-1-ylcarbamoyl)-6-(propylthio)pyridin-2-yl]piperidin-3-yl}acetate (Intermediate 73, 204 mg, 0.42 mmol) in MeOH (3 mL) and THF (2 mL) at 18° C., over a period of 1 minute. The resulting solution was stirred at 18° C. for 20 hours. The reaction mixture was adjusted to pH 4.5 with 2M HCl and the reaction mixture was diluted with EtOAc (50 mL), and washed seque... Starting materials: C(C)(=O)O[C@@H]1C[C@H]2[C@@H]3CC[C@H]([C@@H](CCCC(C)C)C)[C@]3(CC[C@@H]2[C@]2(CCC(CC12)=O)C)C (6β-acetoxycholestan-3-one), C(C)(=O)OC(=C)C (isopropenyl acetate), C1(=CC=C(C=C1)S(=O)(=O)O)C (ρ-toluenesulfonic acid). Yields the product C(C)(=O)OC1=CCC2[C@@H](C[C@H]3[C@@H]4CC[C@H]([C@@H](CCCC(C)C)C)[C@]4(CC[C@@H]3[C@]2(C1)C)C)OC(C)=O (2,6β-Diacetoxycholest-2-ene). Isolated yield 95.0%. As a reaction SMILES: [C:1]([O:4][C@H:5]1[CH:29]2[C@:24](C)([CH2:25]CC(=O)[CH2:28]2)[C@@H:23]2[C@H:7]([C@H:8]3[C@:20]([CH3:32])([CH2:21][CH2:22]2)[C@@H:11]([C@H:12]([CH3:19])[CH2:13][CH2:14][CH2:15][CH:16]([CH3:18])[CH3:17])[CH2:10][CH2:9]3)[CH2:6]1)(=[O:3])[CH3:2].[C:33]([O:36][C:37]([CH3:39])=[CH2:38])(=[O:35])[CH3:34].C1(C)C=CC(S(O)(=O)=O)=CC=1>>[C:33]([O:36][C:37]1[CH2:39][C@@:24]2([CH3:25])[CH:29]([C@H:5]([O:4][C:1](=[O:3])[CH3:2])[CH2:6][C@@H:7]3[C@@H:23]2[CH2:22][CH2:21][C@@:20]2([CH3:32])[C@H:8]3[CH2:9][CH2:10][C@@H:11]2[C@H:12]([CH3:19])[CH2:13][CH2:14][CH2:15][CH:16]([CH3:17])[CH3:18])[CH2:28][CH:38]=1)(=[O:35])[CH3:34]. Procedure details: A solution of 6β-acetoxycholestan-3-one (1) (1215 mg, 2.74 mmol) of isopropenyl acetate (15 ml) was refluxed in the presence of ρ-toluenesulfonic acid (20 mg) under argon for 3 hr. Most of the solvent was removed and the concentrated mixture was extracted with ethyl acetate. The extract was washed with saturated NaHCO3, and brine, and dried over MgSO4. The residue obtained upon evaporation of the solvent was purified by column chromatography on silica gel (40 g). Elution with benzene gave the en... Starting materials: N1=CC=C(C=C1)C=C1C(NC2=NC=C(C=C21)C2=CC(=C(C(=C2)OC)OC)OC)=O (3-pyridin-4-ylmethylene-5-(3,4,5-trimethoxy-phenyl)-1,3-dihydro-pyrrolo[2,3-b]pyridin-2-one), C(=O)[O-].[NH4+] (ammonium formate). Reagents/catalysts: [Pd] (Pd/C). Run in CO (MeOH). Reaction conditions: time 3 hour. The product is N1=CC(=CC=C1)CC1C(NC2=NC=C(C=C21)C2=CC(=C(C(=C2)OC)OC)OC)=O (3-pyridin-3-ylmethyl-5-(3,4,5-trimethoxy-phenyl)-1,3-dihydro-pyrrolo[2,3-b]pyridin-2-one). Yield: 65.9%. As a reaction SMILES: N1C=[CH:5][C:4]([CH:7]=[C:8]2[C:16]3[C:11](=[N:12][CH:13]=[C:14]([C:17]4[CH:22]=[C:21]([O:23][CH3:24])[C:20]([O:25][CH3:26])=[C:19]([O:27][CH3:28])[CH:18]=4)[CH:15]=3)[NH:10][C:9]2=[O:29])=[CH:3][CH:2]=1.[CH:30]([O-])=O.[NH4+:33]>CO.[Pd]>[N:33]1[CH:30]=[CH:2][CH:3]=[C:4]([CH2:7][CH:8]2[C:16]3[C:11](=[N:12][CH:13]=[C:14]([C:17]4[CH:18]=[C:19]([O:27][CH3:28])[C:20]([O:25][CH3:26])=[C:21]([O:23][CH3:24])[CH:22]=4)[CH:15]=3)[NH:10][C:9]2=[O:29])[CH:5]=1 |f:1.2|. Procedure details: To a solution of 3-pyridin-4-ylmethylene-5-(3,4,5-trimethoxy-phenyl)-1,3-dihydro-pyrrolo[2,3-b]pyridin-2-one (50 mg, 0.128 mmol) in MeOH (4 ml) was added ammonium formate (245 mg, 3.85 mmol) and Pd/C (10%, 30 mg). The mixture was stirred at room temperature for 3 hrs after which it was filtered, evaporated, and partitioned between water and DCM. The title compound (33 mg, 66%) was obtained after silica gel chromatography eluting with 0-10% MeOH:DCM. 1H NMR (CDCl3, 300 MHz): δ 10.05 (s, 1H), 8.60... Reactants: O=C(Nc1c[nH]c2ncc(Br)c(F)c12)c1cccnc1, CCCCO, CN(C)C1CCCNC1. Yields the product CN(C)C1CCCN(c2c(Br)cnc3[nH]cc(NC(=O)c4cccnc4)c23)C1. RXN SMILES: [Br:10][c:11]1[c:12]([F:29])[c:13]2[c:14]([n:15][cH:16]1)[nH:17][cH:18][c:19]2[NH:20][C:21]([c:22]1[cH:23][n:24][cH:25][cH:26][cH:27]1)=[O:28].[CH2:30]([OH:31])[CH2:32][CH2:33][CH3:34].[CH3:1][N:2]([CH:3]1[CH2:4][NH:5][CH2:6][CH2:7][CH2:8]1)[CH3:9]>>[CH3:1][N:2]([CH:3]1[CH2:4][N:5]([c:12]2[c:11]([Br:10])[cH:16][n:15][c:14]3[c:13]2[c:19]([NH:20][C:21]([c:22]2[cH:23][n:24][cH:25][cH:26][cH:27]2)=[O:28])[cH:18][nH:17]3)[CH2:6][CH2:7][CH2:8]1)[CH3:9]. Reactants: BrC1=CC(=C(C(=O)OC(C)(C)C)C=C1)NC1=CC=C(C=C1)F (tert-butyl 4-bromo-2-(4-fluoroanilino)benzoate), C(=C)C1CCCCC1 (vinylcyclohexane), C([O-])([O-])=O.[Cs+].[Cs+] (cesium carbonate), bis(acetato)triphenylphosphine palladium(II). The reagents and catalysts are [Br-].C(CCC)[N+](CCCC)(CCCC)CCCC (tetrabutylammonium bromide). Solvent: C1(=CC=CC=C1)C (toluene). Run at temperature 110 celsius, time 22 hour. The product is C1(CCCCC1)/C=C/C1=CC(=C(C(=O)OC(C)(C)C)C=C1)NC1=CC=C(C=C1)F (tert-butyl 4-((E)-2-cyclohexylvinyl)-2-(4-fluoroanilino)benzoate). RXN SMILES: Br[C:2]1[CH:14]=[CH:13][C:5]([C:6]([O:8][C:9]([CH3:12])([CH3:11])[CH3:10])=[O:7])=[C:4]([NH:15][C:16]2[CH:21]=[CH:20][C:19]([F:22])=[CH:18][CH:17]=2)[CH:3]=1.[CH:23]([CH:25]1[CH2:30][CH2:29][CH2:28][CH2:27][CH2:26]1)=[CH2:24].C(=O)([O-])[O-].[Cs+].[Cs+]>[Br-].C([N+](CCCC)(CCCC)CCCC)CCC.C1(C)C=CC=CC=1>[CH:25]1(/[CH:23]=[CH:24]/[C:2]2[CH:14]=[CH:13][C:5]([C:6]([O:8][C:9]([CH3:12])([CH3:11])[CH3:10])=[O:7])=[C:4]([NH:15][C:16]3[CH:21]=[CH:20][C:19]([F:22])=[CH:18][CH:17]=3)[CH:3]=2)[CH2:30][CH2:29][CH2:28][CH2:27][CH2:26]1 |f:2.3.4,5.6|. Procedure details: To toluene 3.0 mL solution of tert-butyl 4-bromo-2-(4-fluoroanilino)benzoate 0.20 g were added vinylcyclohexane 0.15 mL, cesium carbonate 0.36 g, tetrabutylammonium bromide 53 mg and polymer-carried bis(acetato)triphenylphosphine palladium(II) 86 mg at room temperature, and it was stirred at 110° C. for 22 hours. After the reaction mixture was cooled to room temperature, insoluble matter was filtrated, ethyl acetate and 10% citric acid aqueous solution were added to it. The organic layer was sep... Reactants: Brc1cccc(OCc2ccccc2)n1, CC(C)(C)O, CC(C)(C)[O-], CC1(C)OB(c2ccc(N)cc2)OC1(C)C, CN(C)c1ccccc1-c1ccccc1P(C1CCCCC1)C1CCCCC1, [Na+]. The product is CC1(C)OB(c2ccc(Nc3cccc(OCc4ccccc4)n3)cc2)OC1(C)C. As a reaction SMILES: [Br:51][c:52]1[n:53][c:54]([O:58][CH2:59][c:60]2[cH:61][cH:62][cH:63][cH:64][cH:65]2)[cH:55][cH:56][cH:57]1.[C:66]([OH:67])([CH3:68])([CH3:69])[CH3:70].[CH3:1][C:2]([CH3:3])([O-:4])[CH3:5].[CH3:35][C:36]1([CH3:50])[O:37][B:38]([c:43]2[cH:44][cH:45][c:46]([NH2:47])[cH:48][cH:49]2)[O:39][C:40]1([CH3:41])[CH3:42].[CH:7]1([P:8]([CH:9]2[CH2:10][CH2:11][CH2:12][CH2:13][CH2:14]2)[c:15]2[cH:16][cH:17][cH:18][cH:19][c:20]2-[c:21]2[cH:22][cH:23][cH:24][cH:25][c:26]2[N:27]([CH3:28])[CH3:29])[CH2:30][CH2:31][CH2:32][CH2:33][CH2:34]1.[Na+:6]>>[CH3:35][C:36]1([CH3:50])[O:37][B:38]([c:43]2[cH:44][cH:45][c:46]([NH:47][c:52]3[n:53][c:54]([O:58][CH2:59][c:60]4[cH:61][cH:62][cH:63][cH:64][cH:65]4)[cH:55][cH:56][cH:57]3)[cH:48][cH:49]2)[O:39][C:40]1([CH3:41])[CH3:42].